This data is from the Open Reaction Database (ORD), a public repository of structured organic reaction records. The task is: describe an organic reaction: reactants, conditions, products, and yield Starting materials: COC=1C=C(C=NC1OCC(F)(F)F)C(C)=O (1-(5-methoxy-6-(2,2,2-trifluoroethoxy)pyridin-3-yl)ethanone), CC(C)(C)[S@@](=O)N ((R)-2-methylpropane-2-sulfinamide), Amine-1. Product: COC=1C=C(C=NC1OCC(F)(F)F)C(C)N[S@](=O)C(C)(C)C ((R)—N-(1-(5-methoxy-6-(2,2,2-trifluoroethoxy)pyridin-3-yl)ethyl)-2-methyl propane-2-sulfinamide). The yield is 83.0%. Reaction SMILES: [CH3:1][O:2][C:3]1[CH:4]=[C:5]([C:15](=O)[CH3:16])[CH:6]=[N:7][C:8]=1[O:9][CH2:10][C:11]([F:14])([F:13])[F:12].[CH3:18][C:19]([S@:22]([NH2:24])=[O:23])([CH3:21])[CH3:20]>>[CH3:1][O:2][C:3]1[CH:4]=[C:5]([CH:15]([NH:24][S@@:22]([C:19]([CH3:21])([CH3:20])[CH3:18])=[O:23])[CH3:16])[CH:6]=[N:7][C:8]=1[O:9][CH2:10][C:11]([F:14])([F:13])[F:12]. Procedure: The title compound is prepared in 83% yield (0.29 g, a white solid) from 1-(5-methoxy-6-(2,2,2-trifluoroethoxy)pyridin-3-yl)ethanone (0.25 g, 0.99 mmol, Step-3) and (R)-2-methylpropane-2-sulfinamide by the similar manner in Step-4 of Amine-1. Starting materials: S(=O)(=O)(OC)OC (Dimethyl sulfate), BrC1=CC=CC2=C1N=CS2=O (4-Bromobenzothiazolone), [OH-].[Na+] (sodium hydroxide), C1(=CC=CC=C1)C (toluene). Reagents/catalysts: [Br-].C(CCC)[N+](CCCC)(CCCC)CCCC (tetra-n-butylammonium bromide). Solvent: O (water). Run at time 1 hour. The product is BrC1=CC=CC2=C1N(CS2=O)C (4-bromo-N-methylbenzothiazolone). The yield is 98.3%. RXN SMILES: [Br:1][C:2]1[C:7]2[N:8]=[CH:9][S:10](=[O:11])[C:6]=2[CH:5]=[CH:4][CH:3]=1.[OH-].[Na+].[C:14]1(C)C=CC=CC=1.S(OC)(OC)(=O)=O>O.[Br-].C([N+](CCCC)(CCCC)CCCC)CCC>[Br:1][C:2]1[C:7]2[N:8]([CH3:14])[CH2:9][S:10](=[O:11])[C:6]=2[CH:5]=[CH:4][CH:3]=1 |f:1.2,6.7|. Procedure: 4-Bromobenzothiazolone (5.75 g, 0.025 mole) was dissolved in a solution of sodium hydroxide (1.60 g, 0.0375 mole) in water (100 c.c.), and tetra-n-butylammonium bromide (0.24 g, 7.5×10-4 mole) and toluene (40 c.c.) were added thereto. Dimethyl sulfate (4.70 g, 0.0375 mole) was added fropwise thereto at room temperature, and the mixture was stirred at room temperature for 1 hour, followed by phase-separation. The toluene layer was washed once with water, and the solvent was removed under reduced ...